From a dataset of the Open Reaction Database (ORD), a public repository of structured organic reaction records. describe an organic reaction: reactants, conditions, products, and yield The reactants are C1(CC1)C1=CC(=NC=C1)C#N (4-cyclopropylpicolinonitrile), [O-]CC.[Na+] (sodium ethoxide). Solvent: C(C)O (ethanol). Reaction conditions: time 3 hour. The product is C1(CC1)C1=CC(=NC=C1)C(OCC)=N (ethyl 4-cyclopropylpicolinimidate). Isolated yield 87.6%. RXN SMILES: [CH:1]1([C:4]2[CH:9]=[CH:8][N:7]=[C:6]([C:10]#[N:11])[CH:5]=2)[CH2:3][CH2:2]1.[O-:12][CH2:13][CH3:14].[Na+]>C(O)C>[CH:1]1([C:4]2[CH:9]=[CH:8][N:7]=[C:6]([C:10](=[NH:11])[O:12][CH2:13][CH3:14])[CH:5]=2)[CH2:3][CH2:2]1 |f:1.2|. Procedure details: To a solution of 4-cyclopropylpicolinonitrile (0.04 g, 0.27 mmol) in ethanol was added sodium ethoxide (0.022 g, 0.33 mmol) and the reaction mixture was stirred at room temperature for 3 h. The reaction mixture was concentrated under vacuum, quenched with water, extracted with ethyl acetate, dried over sodium sulfate, filtered and concentrated under reduced pressure to afford ethyl 4-cyclopropylpicolinimidate (0.045 g). The material was used without further purification. MS (ES+APCI) (M+H) 190.9... The reactants are C(C)(C)(C)O[C@H](C(=O)OCC)C1=C(C2=C(N=C(S2)C2=CC(=NC=C2)C=2C=C3C=CC(=NC3=CC2)OS(=O)(=O)C(F)(F)F)C=C1C)C1=CC=C(C=C1)Cl ((S)-ethyl 2-tert-butoxy-2-(7-(4-chlorophenyl)-5-methyl-2-(2-(2-(trifluoromethylsulfonyloxy)quinolin-6-yl)pyridin-4-yl)benzo[d]thiazol-6-yl)acetate), CN (methylamine). Solvent: C1CCOC1 (THF). Product: C(C)(C)(C)O[C@H](C(=O)OCC)C1=C(C2=C(N=C(S2)C2=CC(=NC=C2)C=2C=C3C=CC(=NC3=CC2)NC)C=C1C)C1=CC=C(C=C1)Cl ((S)-ethyl 2-tert-butoxy-2-(7-(4-chlorophenyl)-5-methyl-2-(2-(2-(methylamino)quinolin-6-yl)pyridin-4-yl)benzo[d]thiazol-6-yl)acetate). As a reaction SMILES: [C:1]([O:5][C@@H:6]([C:12]1[C:44]([CH3:45])=[CH:43][C:15]2[N:16]=[C:17]([C:19]3[CH:24]=[CH:23][N:22]=[C:21]([C:25]4[CH:26]=[C:27]5[C:32](=[CH:33][CH:34]=4)[N:31]=[C:30](OS(C(F)(F)F)(=O)=O)[CH:29]=[CH:28]5)[CH:20]=3)[S:18][C:14]=2[C:13]=1[C:46]1[CH:51]=[CH:50][C:49]([Cl:52])=[CH:48][CH:47]=1)[C:7]([O:9][CH2:10][CH3:11])=[O:8])([CH3:4])([CH3:3])[CH3:2].[CH3:53][NH2:54]>C1COCC1>[C:1]([O:5][C@@H:6]([C:12]1[C:44]([CH3:45])=[CH:43][C:15]2[N:16]=[C:17]([C:19]3[CH:24]=[CH:23][N:22]=[C:21]([C:25]4[CH:26]=[C:27]5[C:32](=[CH:33][CH:34]=4)[N:31]=[C:30]([NH:54][CH3:53])[CH:29]=[CH:28]5)[CH:20]=3)[S:18][C:14]=2[C:13]=1[C:46]1[CH:47]=[CH:48][C:49]([Cl:52])=[CH:50][CH:51]=1)[C:7]([O:9][CH2:10][CH3:11])=[O:8])([CH3:4])([CH3:3])[CH3:2]. Reported procedure: (S)-ethyl 2-tert-butoxy-2-(7-(4-chlorophenyl)-5-methyl-2-(2-(2-(trifluoromethylsulfonyloxy)quinolin-6-yl)pyridin-4-yl)benzo[d]thiazol-6-yl)acetate (28.0 mg, 0.036 mmol) and 1.0 mL of methylamine at 2M in THF were heating at 80° C. for 3 days. Concentrated in vacuo and then purified by flash column chromatography (silica gel, 0 to 100% ethyl acetate/hexanes) to give the desired product. LCMS-ESI+ (m/z): [M+H]+ calcd for C37H36ClN4O3S: 651.2; found: 651.3.